Dataset: the Open Reaction Database (ORD), a public repository of structured organic reaction records. Task: describe an organic reaction: reactants, conditions, products, and yield The reactants are ClC1=CC=NC=2N(C(N(C(C21)=O)C)=O)C (5-chloro-1,3-dimethylpyrido[2,3-d]pyrimidine-2,4-dione), CN (methylamine). Solvent: CN(C)C=O (DMF). Reaction conditions: time 2 hour. Yields the product CNC1=CC=NC=2N(C(N(C(C21)=O)C)=O)C (5-methylamino-1,3-dimethylpyrido[2,3-d]pyrimidine-2,4-dione). Yield: 58.9%. Reaction SMILES: Cl[C:2]1[C:11]2[C:10](=[O:12])[N:9]([CH3:13])[C:8](=[O:14])[N:7]([CH3:15])[C:6]=2[N:5]=[CH:4][CH:3]=1.[CH3:16][NH2:17]>CN(C=O)C>[CH3:16][NH:17][C:2]1[C:11]2[C:10](=[O:12])[N:9]([CH3:13])[C:8](=[O:14])[N:7]([CH3:15])[C:6]=2[N:5]=[CH:4][CH:3]=1. Procedure details: 0.4 g of Compound 1 and 1.86 g of methylamine (30% methanol solution) were added to 10 ml of DMF. The solution was stirred 2 hr at room temperature and the solvent was distilled off under reduced pressure. After adding water, the resulting crude crystals were separated by filtration and recrystallized from ethyl acetate to give 0.23 g of 5-methylamino-1,3-dimethylpyrido[2,3-d]pyrimidine-2,4-dione (Compound 7) Reactants: O=C1CCC(=O)N1Br, CCC(C)Oc1nc(N)c2ncn(C3CCCCO3)c2n1, ClC(Cl)Cl. Product: CCC(C)Oc1nc(N)c2nc(Br)n(C3CCCCO3)c2n1. Reaction SMILES: [Br:1][N:2]1[C:3](=[O:4])[CH2:5][CH2:6][C:7]1=[O:8].[CH3:9][CH:10]([CH2:11][CH3:12])[O:13][c:14]1[n:15][c:16]([NH2:29])[c:17]2[n:18][cH:19][n:20]([CH:23]3[O:24][CH2:25][CH2:26][CH2:27][CH2:28]3)[c:21]2[n:22]1.[CH:30]([Cl:31])([Cl:32])[Cl:33]>>[Br:1][c:19]1[n:18][c:17]2[c:16]([NH2:29])[n:15][c:14]([O:13][CH:10]([CH3:9])[CH2:11][CH3:12])[n:22][c:21]2[n:20]1[CH:23]1[O:24][CH2:25][CH2:26][CH2:27][CH2:28]1. The reactants are O, OCc1nc(-c2ccccc2)cs1, O=S(Cl)Cl, c1ccncc1, c1ccccc1. Product: ClCc1nc(-c2ccccc2)cs1. RXN SMILES: [OH2:24].[OH:5][CH2:6][c:7]1[s:8][cH:9][c:10](-[c:12]2[cH:13][cH:14][cH:15][cH:16][cH:17]2)[n:11]1.[S:1]([Cl:2])([Cl:3])=[O:4].[cH:18]1[cH:19][cH:20][n:21][cH:22][cH:23]1.[cH:25]1[cH:26][cH:27][cH:28][cH:29][cH:30]1>>[Cl:3][CH2:6][c:7]1[s:8][cH:9][c:10](-[c:12]2[cH:13][cH:14][cH:15][cH:16][cH:17]2)[n:11]1. Starting materials: C1(O)=CC=C(O)C=C1 (hydroquinone), CO (methanol), sulphonated styrene, O=O (O2). Run at time 4 hour. Yields the product COC1=CC=C(O)C=C1 (hydroquinone monomethyl ether). As a reaction SMILES: [C:1]1([CH:8]=[CH:7][C:5]([OH:6])=[CH:4][CH:3]=1)[OH:2].O=O.[CH3:11]O>>[CH3:11][O:2][C:1]1[CH:8]=[CH:7][C:5]([OH:6])=[CH:4][CH:3]=1. Procedure: 5.0 g of hydroquinone, 40 cm3 of methanol and 1.0 g of sulphonated styrene resin (Amberlyst 15) are fed into the autoclave. The autoclave is pressurised to 5 kg/cm2 with O2 and kept at 105° for 4 hours. 1.04 g of hydroquinone monomethyl ether are obtained (18%). Reactants: CC1=C(C(=O)P(=O)(CC(=O)OC)C(C2=C(C=C(C=C2C)C)C)=O)C(=CC(=C1)C)C (methyl 2-(bis(2,4,6-trimethylbenzoyl)-phosphinyl)acetate), C(C#C)O (2-propyn-1-ol), C(CCCCCCCCCCC)(=O)[O-].C(CCCCCCCCCCC)(=O)[O-].C(CCC)[Sn+2]CCCC (dibutyltin dilaurate). The product is CC1=C(C(=O)P(=O)(C(C2=C(C=C(C=C2C)C)C)=O)CC(=O)OCC#C)C(=CC(=C1)C)C (propyn-3-yl 2-[bis(2,4,6-trimethylbenzoyl)-phosphoryl]acetate). Isolated yield 55.0%. Reaction SMILES: [CH3:1][C:2]1[CH:27]=[C:26]([CH3:28])[CH:25]=[C:24]([CH3:29])[C:3]=1[C:4]([P:6]([C:13](=[O:23])[C:14]1[C:19]([CH3:20])=[CH:18][C:17]([CH3:21])=[CH:16][C:15]=1[CH3:22])([CH2:8][C:9]([O:11][CH3:12])=[O:10])=[O:7])=[O:5].[CH2:30](O)[C:31]#C.C([O-])(=O)CCCCCCCCCCC.C([O-])(=O)CCCCCCCCCCC.C([Sn+2]CCCC)CCC>>[CH3:22][C:15]1[CH:16]=[C:17]([CH3:21])[CH:18]=[C:19]([CH3:20])[C:14]=1[C:13]([P:6]([CH2:8][C:9]([O:11][CH2:12][C:30]#[CH:31])=[O:10])([C:4](=[O:5])[C:3]1[C:24]([CH3:29])=[CH:25][C:26]([CH3:28])=[CH:27][C:2]=1[CH3:1])=[O:7])=[O:23] |f:2.3.4|. Procedure: 2.9 g (7 mmol) methyl 2-(bis(2,4,6-trimethylbenzoyl)-phosphinyl)acetate (example 22) is dissolved in a tenfold excess of 2-propyn-1-ol and heated to 90° C. during 12 hours in the presence of 10 mol % dibutyltin dilaurate. Excess 2-propyn-1-ol is distilled off under vacuum and the residual oil purified by preparative column chromatography (silica gel, eluent toluene/ethyl acetate 9:1). 1.7 g (55%) propyn-3-yl 2-[bis(2,4,6-trimethylbenzoyl)-phosphoryl]acetate are obtained as yellowish oil. The reactants are O=C1CCC(=O)N1Br, CCOC(C)=O, CC(=O)O, COC(=O)c1ccc2c(c1N)CCC2. Yields the product COC(=O)c1cc(Br)c2c(c1N)CCC2. As a reaction SMILES: [Br:1][N:2]1[C:3](=[O:4])[CH2:5][CH2:6][C:7]1=[O:8].[CH3:23][CH2:24][O:25][C:26](=[O:27])[CH3:28].[CH3:29][C:30](=[O:31])[OH:32].[CH3:9][O:10][C:11](=[O:12])[c:13]1[c:14]([NH2:22])[c:15]2[c:19]([cH:20][cH:21]1)[CH2:18][CH2:17][CH2:16]2>>[Br:1][c:20]1[c:19]2[c:15]([c:14]([NH2:22])[c:13]([C:11]([O:10][CH3:9])=[O:12])[cH:21]1)[CH2:16][CH2:17][CH2:18]2. Reactants: ice water, C(C)(C)(C)C=1OC=C(N1)C(C#N)=C(O)C=1C(=NN(C1Cl)C)C(F)(F)F (2-{2-tert-butyloxazol-4-yl}-3-(5-chloro-3-trifluoromethyl-1-methyl-pyrazol-4-yl)-3-hydroxyacrylonitrile), C(C)OCCl (ethoxymethyl chloride), [H-].[Na+] (sodium hydride). The solvent is C1CCOC1 (THF). Run at time 15 minute. The product is C(C)(C)(C)C=1OC=C(N1)C(C#N)=C(OCOCC)C=1C(=NN(C1Cl)C)C(F)(F)F (2-(2-tert-butyloxazol-4-yl)-3-(5-chloro-1-methyl-3-trifluoromethylpyrazol-4-yl)-3-ethoxymethoxyacrylonitrile). Isolated yield 14.4%. As a reaction SMILES: [C:1]([C:5]1[O:6][CH:7]=[C:8]([C:10](=[C:13]([C:15]2[C:16]([C:22]([F:25])([F:24])[F:23])=[N:17][N:18]([CH3:21])[C:19]=2[Cl:20])[OH:14])[C:11]#[N:12])[N:9]=1)([CH3:4])([CH3:3])[CH3:2].[H-].[Na+].[CH2:28]([O:30][CH2:31]Cl)[CH3:29]>C1COCC1>[C:1]([C:5]1[O:6][CH:7]=[C:8]([C:10](=[C:13]([C:15]2[C:16]([C:22]([F:23])([F:24])[F:25])=[N:17][N:18]([CH3:21])[C:19]=2[Cl:20])[O:14][CH2:31][O:30][CH2:28][CH3:29])[C:11]#[N:12])[N:9]=1)([CH3:4])([CH3:2])[CH3:3] |f:1.2|. Reported procedure: 0.6 g of 2-{2-tert-butyloxazol-4-yl}-3-(5-chloro-3-trifluoromethyl-1-methyl-pyrazol-4-yl)-3-hydroxyacrylonitrile was dissolved in 5 ml of THF, and 0.07 g of 60% sodium hydride was added thereto with cooling with ice, and then stirred for 15 minutes at room temperature. 0.17 g of ethoxymethyl chloride was added thereto and stirred for 6 days at room temperature. The reaction mixture was poured into ice water, extracted with ethyl acetate, and washed with saturated saline. The resulting product wa... Reactants: CC#N, CC(C)NC(C)C, CC(I)CCCN1C(=O)c2ccccc2C1=O, COc1cc(C)c2c(Oc3cccc(C(F)(F)F)c3)c(OC)cc(N)c2n1, O. The product is COc1cc(C)c2c(Oc3cccc(C(F)(F)F)c3)c(OC)cc(NC(C)CCCN3C(=O)c4ccccc4C3=O)c2n1. As a reaction SMILES: [CH3:52][C:53]#[N:54].[CH:28]([NH:29][CH:30]([CH3:31])[CH3:32])([CH3:33])[CH3:34].[I:35][CH:36]([CH2:37][CH2:38][CH2:39][N:40]1[C:41](=[O:50])[c:42]2[c:43]([cH:46][cH:47][cH:48][cH:49]2)[C:44]1=[O:45])[CH3:51].[NH2:1][c:2]1[cH:3][c:4]([O:26][CH3:27])[c:5]([O:15][c:16]2[cH:17][c:18]([C:22]([F:23])([F:24])[F:25])[cH:19][cH:20][cH:21]2)[c:6]2[c:7]([CH3:14])[cH:8][c:9]([O:12][CH3:13])[n:10][c:11]12.[OH2:55]>>[NH:1]([c:2]1[cH:3][c:4]([O:26][CH3:27])[c:5]([O:15][c:16]2[cH:17][c:18]([C:22]([F:23])([F:24])[F:25])[cH:19][cH:20][cH:21]2)[c:6]2[c:7]([CH3:14])[cH:8][c:9]([O:12][CH3:13])[n:10][c:11]12)[CH:36]([CH2:37][CH2:38][CH2:39][N:40]1[C:41](=[O:50])[c:42]2[c:43]([cH:46][cH:47][cH:48][cH:49]2)[C:44]1=[O:45])[CH3:51].